From a dataset of the Open Reaction Database (ORD), a public repository of structured organic reaction records. describe an organic reaction: reactants, conditions, products, and yield Reactants: C(=O)(O)CC1=CC=C(CCCNC2=C(C=CC(=C2)OC)[C@H]2CC=3C=CC(=CC3CC2)OC(C(C)(C)C)=O)C=C1 (pivalic acid (R)-6-{2-[(4-carboxymethylbenzyl)ethylamino]-4-methoxyphenyl}-5,6,7,8-tetrahydronaphthalen-2-yl ester), CC1(CNCCC1)C (3,3-dimethylpiperidine). Product: CC1(CN(CCC1)CCC1=CC=C(CCCNC2=C(C=CC(=C2)OC)[C@H]2CC=3C=CC(=CC3CC2)O)C=C1)C ((R)-6-{2-{{4-[2-(3,3-Dimethylpiperidin-1-yl)ethyl]benzyl}ethylamino}-4-methoxyphenyl}-5,6,7,8-tetrahydronaphthalen-2-ol). Yield: 12.7%. As a reaction SMILES: [C:1]([CH2:4][C:5]1[CH:39]=[CH:38][C:8]([CH2:9][CH2:10][CH2:11][NH:12][C:13]2[CH:18]=[C:17]([O:19][CH3:20])[CH:16]=[CH:15][C:14]=2[C@@H:21]2[CH2:30][CH2:29][C:28]3[CH:27]=[C:26]([O:31]C(=O)C(C)(C)C)[CH:25]=[CH:24][C:23]=3[CH2:22]2)=[CH:7][CH:6]=1)(O)=O.[CH3:40][C:41]1([CH3:47])[CH2:46][CH2:45][CH2:44][NH:43][CH2:42]1>>[CH3:40][C:41]1([CH3:47])[CH2:46][CH2:45][CH2:44][N:43]([CH2:1][CH2:4][C:5]2[CH:6]=[CH:7][C:8]([CH2:9][CH2:10][CH2:11][NH:12][C:13]3[CH:18]=[C:17]([O:19][CH3:20])[CH:16]=[CH:15][C:14]=3[C@@H:21]3[CH2:30][CH2:29][C:28]4[CH:27]=[C:26]([OH:31])[CH:25]=[CH:24][C:23]=4[CH2:22]3)=[CH:38][CH:39]=2)[CH2:42]1. Procedure details: Synthesized from pivalic acid (R)-6-{2-[(4-carboxymethylbenzyl)ethylamino]-4-methoxyphenyl}-5,6,7,8-tetrahydronaphthalen-2-yl ester (19 mg) and 3,3-dimethylpiperidine (20 mg) according to an analogous synthetic method to Example 715 and purified by LC-MS, the title compound (2.4 mg) was obtained.